describe an organic reaction: reactants, conditions, products, and yield From a dataset of the Open Reaction Database (ORD), a public repository of structured organic reaction records. The reactants are O=C([O-])[O-], CCOC(=O)c1ccc(Cl)nc1, Cc1ccccc1, [Na+], [Na+], O, O, OB(O)c1ccccc1. The product is CCOC(=O)c1ccc(-c2ccccc2)nc1. RXN SMILES: [C:1](=[O:2])([O-:3])[O-:4].[CH2:7]([CH3:8])[O:9][C:10]([c:11]1[cH:12][n:13][c:14]([Cl:17])[cH:15][cH:16]1)=[O:18].[CH3:28][c:29]1[cH:30][cH:31][cH:32][cH:33][cH:34]1.[Na+:5].[Na+:6].[OH2:35].[OH2:36].[OH:19][B:20]([OH:21])[c:22]1[cH:23][cH:24][cH:25][cH:26][cH:27]1>>[CH2:7]([CH3:8])[O:9][C:10]([c:11]1[cH:12][n:13][c:14](-[c:22]2[cH:23][cH:24][cH:25][cH:26][cH:27]2)[cH:15][cH:16]1)=[O:18]. Reactants: CCO, Cn1ccc(Cc2cnc(N[N+](=O)[O-])[nH]c2=O)cc1=O, NCCCOc1cccc(CN2CCCCC2)c1, c1ccncc1. The product is Cn1ccc(Cc2cnc(NCCCOc3cccc(CN4CCCCC4)c3)[nH]c2=O)cc1=O. RXN SMILES: [CH3:45][CH2:46][OH:47].[N+:19]([NH:20][c:23]1[n:24][cH:25][c:26]([CH2:30][c:31]2[cH:32][c:33](=[O:38])[n:34]([CH3:37])[cH:35][cH:36]2)[c:27](=[O:29])[nH:28]1)([O-:21])=[O:22].[N:1]1([CH2:7][c:8]2[cH:9][c:10]([O:11][CH2:12][CH2:13][CH2:14][NH2:15])[cH:16][cH:17][cH:18]2)[CH2:2][CH2:3][CH2:4][CH2:5][CH2:6]1.[cH:39]1[cH:40][cH:41][n:42][cH:43][cH:44]1>>[N:1]1([CH2:7][c:8]2[cH:9][c:10]([O:11][CH2:12][CH2:13][CH2:14][NH:15][c:23]3[n:24][cH:25][c:26]([CH2:30][c:31]4[cH:32][c:33](=[O:38])[n:34]([CH3:37])[cH:35][cH:36]4)[c:27](=[O:29])[nH:28]3)[cH:16][cH:17][cH:18]2)[CH2:2][CH2:3][CH2:4][CH2:5][CH2:6]1. The reactants are CI (methyl iodide), C(C1=CC=CC=C1)OC=1C=C(C(=O)NC2=CC=C(C=C2)CN2CCCCC2)C=CC1 (3-benzyloxy -4′-(piperidinomethyl)benzanilide), C(C)(=O)OCC (Ethyl acetate). The solvent is CN(C)C=O (DMF). Reaction conditions: time 14 hour. Yields the product [I-].C(C1=CC=CC=C1)OC=1C=C(C(=O)NC2=CC=C(C[N+]3(CCCCC3)C)C=C2)C=CC1 (1-[4-(3-benzyloxybenzoylamino)benzyl]-1-methylpiperidinium iodide). RXN SMILES: [CH2:1]([O:8][C:9]1[CH:10]=[C:11]([CH:28]=[CH:29][CH:30]=1)[C:12]([NH:14][C:15]1[CH:20]=[CH:19][C:18]([CH2:21][N:22]2[CH2:27][CH2:26][CH2:25][CH2:24][CH2:23]2)=[CH:17][CH:16]=1)=[O:13])[C:2]1[CH:7]=[CH:6][CH:5]=[CH:4][CH:3]=1.C[I:32].[C:33](OCC)(=O)C>CN(C=O)C>[I-:32].[CH2:1]([O:8][C:9]1[CH:10]=[C:11]([CH:28]=[CH:29][CH:30]=1)[C:12]([NH:14][C:15]1[CH:20]=[CH:19][C:18]([CH2:21][N+:22]2([CH3:33])[CH2:23][CH2:24][CH2:25][CH2:26][CH2:27]2)=[CH:17][CH:16]=1)=[O:13])[C:2]1[CH:3]=[CH:4][CH:5]=[CH:6][CH:7]=1 |f:4.5|. Procedure details: To 3-benzyloxy -4′-(piperidinomethyl)benzanilide (560 mg) dissolved in DMF (3 ml) was added methyl iodide (261 μl), and the resulting mixture was stirred at room temperature for 14 hours. Ethyl acetate (100 ml) was added to this reaction mixture, and the resulting precipitate was collected by filtration to obtain 1-[4-(3-benzyloxybenzoylamino)benzyl]-1-methylpiperidinium iodide (compound 87) (724 mg) as colorless crystals. The reactants are CC1=C(SC(=C1)C1=CC=C(C=C1)C(F)(F)F)C(C)O (1-[3-Methyl-5-(4-trifluoromethyl-phenyl)-thiophen-2-yl]-ethanol). Reagents/catalysts: O=[Mn]=O (MnO2), O=[Mn]=O (MnO2). Product: CC1=C(SC(=C1)C1=CC=C(C=C1)C(F)(F)F)C(C)=O (1-[3-Methyl-5-(4-trifluoromethyl-phenyl)-thiophen-2-yl]-ethanone). As a reaction SMILES: [CH3:1][C:2]1[CH:6]=[C:5]([C:7]2[CH:12]=[CH:11][C:10]([C:13]([F:16])([F:15])[F:14])=[CH:9][CH:8]=2)[S:4][C:3]=1[CH:17]([OH:19])[CH3:18]>O=[Mn]=O>[CH3:1][C:2]1[CH:6]=[C:5]([C:7]2[CH:8]=[CH:9][C:10]([C:13]([F:16])([F:14])[F:15])=[CH:11][CH:12]=2)[S:4][C:3]=1[C:17](=[O:19])[CH3:18]. Procedure: To a solution of 1-[3-Methyl-5-(4-trifluoromethyl-phenyl)-thiophen-2-yl]-ethanol (see Preparation 8) (4.40 g, 15.4 mmole), is added MnO2 (7.88 g, 77.0 mmole) in one portion. The mixture is heated under reflux for 16 hours, more MnO2 (7.88 g, 77.0 mmole) is added to the reaction and continued to reflux for 4 hours. The mixture is filtered through a celite pad, and the mother liquid is concentrated. The crude product is purified on a silica gel column, gradient eluting with 0-20% ethyl acetate in ... Reactants: C1CCNCC1, CCO, O=C1Cc2ccccc2N1, O=Cc1ccc(O)c2ncccc12. Yields the product O=C1Nc2ccccc2C1=Cc1ccc(O)c2ncccc12. Reaction SMILES: [CH2:24]1[CH2:25][CH2:26][NH:27][CH2:28][CH2:29]1.[CH3:30][CH2:31][OH:32].[NH:14]1[C:15](=[O:23])[CH2:16][c:17]2[cH:18][cH:19][cH:20][cH:21][c:22]21.[OH:1][c:2]1[cH:3][cH:4][c:5]([CH:12]=[O:13])[c:6]2[cH:7][cH:8][cH:9][n:10][c:11]12>>[OH:1][c:2]1[cH:3][cH:4][c:5]([CH:12]=[C:16]2[C:15](=[O:23])[NH:14][c:22]3[c:17]2[cH:18][cH:19][cH:20][cH:21]3)[c:6]2[cH:7][cH:8][cH:9][n:10][c:11]12.